This data is from the Open Reaction Database (ORD), a public repository of structured organic reaction records. The task is: describe an organic reaction: reactants, conditions, products, and yield The reactants are C(C1=CC=CC=C1)OC=1C=CC(=NC1)N1CCN(CC1)CC1=NC2=C(N1)C=CC=C2 (2-({4-[5-(benzyloxy)pyridin-2-yl]piperazin-1-yl}methyl)-1H-benzimidazole), [H][H] (hydrogen). Reagents/catalysts: [Pd] (palladium on carbon). Run in C(C)(=O)OCC (ethyl acetate). Yields the product N1C(=NC2=C1C=CC=C2)CN2CCN(CC2)C2=CC=C(C=N2)O (6-[4-(1H-benzimidazol-2-ylmethyl)piperazin-1-yl]pyridin-3-ol), solid. Isolated yield 92.0%. RXN SMILES: C([O:8][C:9]1[CH:10]=[CH:11][C:12]([N:15]2[CH2:20][CH2:19][N:18]([CH2:21][C:22]3[NH:26][C:25]4[CH:27]=[CH:28][CH:29]=[CH:30][C:24]=4[N:23]=3)[CH2:17][CH2:16]2)=[N:13][CH:14]=1)C1C=CC=CC=1.[H][H]>C(OCC)(=O)C.[Pd]>[NH:23]1[C:24]2[CH:30]=[CH:29][CH:28]=[CH:27][C:25]=2[N:26]=[C:22]1[CH2:21][N:18]1[CH2:19][CH2:20][N:15]([C:12]2[N:13]=[CH:14][C:9]([OH:8])=[CH:10][CH:11]=2)[CH2:16][CH2:17]1. Procedure details: The product from Example 29D (800 mg) in ethyl acetate (35 mL) was treated with 10% palladium on carbon (85 mg) under a blanket of hydrogen gas at 23° C. until TLC indicated consumption of starting material. The mixture was filtered and the filter cake washed with with methanol and CH2Cl2. The filtrates were combined and concentrated under reduced pressure. The residue was purified by flash chromatography (eluting with 90:10:0.1 CH2Cl2:methanol:NH4OH) to provide the title compound pure as a whit... The reactants are O=C([O-])[O-], c1ccc(COCC2NCC(OCc3ccccc3)C2OCc2ccccc2)cc1, CC(=O)CC(C)C, BrCC1CC1, [I-], [K+], [K+], [K+]. The product is c1ccc(COCC2C(OCc3ccccc3)C(OCc3ccccc3)CN2CC2CC2)cc1. As a reaction SMILES: [C:31](=[O:32])([O-:33])[O-:34].[CH2:1]([c:2]1[cH:3][cH:4][cH:5][cH:6][cH:7]1)[O:8][CH:9]1[CH:10]([CH2:22][O:23][CH2:24][c:25]2[cH:26][cH:27][cH:28][cH:29][cH:30]2)[NH:11][CH2:12][CH:13]1[O:14][CH2:15][c:16]1[cH:17][cH:18][cH:19][cH:20][cH:21]1.[CH3:44][C:45]([CH2:46][CH:47]([CH3:48])[CH3:49])=[O:50].[CH:39]1([CH2:42][Br:43])[CH2:40][CH2:41]1.[I-:38].[K+:35].[K+:36].[K+:37]>>[CH2:1]([c:2]1[cH:3][cH:4][cH:5][cH:6][cH:7]1)[O:8][CH:9]1[CH:10]([CH2:22][O:23][CH2:24][c:25]2[cH:26][cH:27][cH:28][cH:29][cH:30]2)[N:11]([CH2:42][CH:39]2[CH2:40][CH2:41]2)[CH2:12][CH:13]1[O:14][CH2:15][c:16]1[cH:17][cH:18][cH:19][cH:20][cH:21]1. Run in C1(=CC=CC=C1)C (toluene). Reaction conditions: temperature 110 celsius, time 3 hour. Procedure details: Ethyl 5-chloro-1-(phenylsulfonyl)-1H-pyrrolo[3,2-b]pyridine-2-carboxylate (2.15 g, 5.89 mmol, from Step 1), di-tert-butyl hydrazine-1,2-dicarboxylate (1.5 g, 6.5 mmol, Aldrich) and Cs2CO3 (1.9 g, 5.9 mmol, Aldrich) were combined in toluene (30 mL) and dicyclohexyl(2′,4′,6′-triisopropylbiphenyl-2-yl)phosphine-(2′-aminobiphenyl-2-yl)(chloro)palladium (1:1) (0.46 g, 0.59 mmol, Aldrich) was added. The mixture was degassed by a stream of nitrogen through the solution for 10 minutes. The reaction was ... Yields the product C(C)OC(=O)C1=CC2=NC(=CC=C2N1S(=O)(=O)C1=CC=CC=C1)N(NC(=O)OC(C)(C)C)C(=O)OC(C)(C)C (di-tert-butyl 1-[2-(ethoxycarbonyl)-1-(phenylsulfonyl)-1H-pyrrolo[3,2-b]pyridin-5-yl]hydrazine-1,2-dicarboxylate). Reagents/catalysts: C1(CCCCC1)P(C1=C(C=CC=C1)C1=C(C=C(C=C1C(C)C)C(C)C)C(C)C)C1CCCCC1.NC1=C(C=CC=C1)C1=C(C=CC=C1)[Pd]Cl (dicyclohexyl(2′,4′,6′-triisopropylbiphenyl-2-yl)phosphine (2′-aminobiphenyl-2-yl)(chloro)palladium). The reactants are ClC1=CC=C2C(=N1)C=C(N2S(=O)(=O)C2=CC=CC=C2)C(=O)OCC (ethyl 5-chloro-1-(phenylsulfonyl)-1H-pyrrolo[3,2-b]pyridine-2-carboxylate), N(NC(=O)OC(C)(C)C)C(=O)OC(C)(C)C (di-tert-butyl hydrazine-1,2-dicarboxylate), C(=O)([O-])[O-].[Cs+].[Cs+] (Cs2CO3). RXN SMILES: Cl[C:2]1[N:7]=[C:6]2[CH:8]=[C:9]([C:20]([O:22][CH2:23][CH3:24])=[O:21])[N:10]([S:11]([C:14]3[CH:19]=[CH:18][CH:17]=[CH:16][CH:15]=3)(=[O:13])=[O:12])[C:5]2=[CH:4][CH:3]=1.[NH:25]([C:34]([O:36][C:37]([CH3:40])([CH3:39])[CH3:38])=[O:35])[NH:26][C:27]([O:29][C:30]([CH3:33])([CH3:32])[CH3:31])=[O:28].C([O-])([O-])=O.[Cs+].[Cs+]>C1(C)C=CC=CC=1.C1(P(C2CCCCC2)C2C=CC=CC=2C2C(C(C)C)=CC(C(C)C)=CC=2C(C)C)CCCCC1.NC1C=CC=CC=1C1C=CC=CC=1[Pd]Cl>[CH2:23]([O:22][C:20]([C:9]1[N:10]([S:11]([C:14]2[CH:19]=[CH:18][CH:17]=[CH:16][CH:15]=2)(=[O:13])=[O:12])[C:5]2[C:6](=[N:7][C:2]([N:25]([C:34]([O:36][C:37]([CH3:40])([CH3:39])[CH3:38])=[O:35])[NH:26][C:27]([O:29][C:30]([CH3:31])([CH3:32])[CH3:33])=[O:28])=[CH:3][CH:4]=2)[CH:8]=1)=[O:21])[CH3:24] |f:2.3.4,6.7|. Reactants: CN(C)C=O, BrCC1CC1, O=C(c1ccc2[nH]c(C(=O)N3CCC(F)(F)CC3)cc2c1)N1CCC(N2CCOCC2)CC1, [H-], [Na+]. Yields the product O=C(c1ccc2c(c1)cc(C(=O)N1CCC(F)(F)CC1)n2CC1CC1)N1CCC(N2CCOCC2)CC1. As a reaction SMILES: [CH3:41][N:42]([CH3:43])[CH:44]=[O:45].[CH:36]1([CH2:39][Br:40])[CH2:37][CH2:38]1.[F:1][C:2]1([F:33])[CH2:3][CH2:4][N:5]([C:8](=[O:9])[c:10]2[nH:11][c:12]3[cH:13][cH:14][c:15]([C:19](=[O:20])[N:21]4[CH2:22][CH2:23][CH:24]([N:27]5[CH2:28][CH2:29][O:30][CH2:31][CH2:32]5)[CH2:25][CH2:26]4)[cH:16][c:17]3[cH:18]2)[CH2:6][CH2:7]1.[H-:34].[Na+:35]>>[F:1][C:2]1([F:33])[CH2:3][CH2:4][N:5]([C:8](=[O:9])[c:10]2[n:11]([CH2:39][CH:36]3[CH2:37][CH2:38]3)[c:12]3[cH:13][cH:14][c:15]([C:19](=[O:20])[N:21]4[CH2:22][CH2:23][CH:24]([N:27]5[CH2:28][CH2:29][O:30][CH2:31][CH2:32]5)[CH2:25][CH2:26]4)[cH:16][c:17]3[cH:18]2)[CH2:6][CH2:7]1. Reactants: C1COCCN1, ClC(Cl)Cl, CCOC(=O)CN1C(=O)C(Cl)(Cl)CCc2ccccc21, O=S(=O)(O)O. The product is CCOC(=O)CN1C(=O)C(=O)CCc2ccccc21. Reaction SMILES: [CH2:1]1[NH:2][CH2:4][CH2:5][O:3][CH2:6]1.[CH:32]([Cl:33])([Cl:34])[Cl:35].[Cl:7][C:8]1([Cl:26])[C:9](=[O:25])[N:10]([CH2:19][C:20](=[O:21])[O:22][CH2:23][CH3:24])[c:11]2[c:12]([cH:15][cH:16][cH:17][cH:18]2)[CH2:13][CH2:14]1.[S:27](=[O:28])(=[O:29])([OH:30])[OH:31]>>[O:3]=[C:8]1[C:9](=[O:25])[N:10]([CH2:19][C:20](=[O:21])[O:22][CH2:23][CH3:24])[c:11]2[c:12]([cH:15][cH:16][cH:17][cH:18]2)[CH2:13][CH2:14]1. The reactants are BrC=1C=C2C(=NC1)N(C=C2)S(=O)(=O)C (5-bromo-1-methanesulfonyl-1H-pyrrolo[2,3-b]pyridine), N1CCCC1 (pyrrolidine), CN(C)C=O (DMF). The reagents and catalysts are C1=CC=C(C=C1)P([C-]2C=CC=C2)C3=CC=CC=C3.C1=CC=C(C=C1)P([C-]2C=CC=C2)C3=CC=CC=C3.Cl[Pd]Cl.[Fe+2] (PdCl2(dppf)). Conditions: temperature 80 celsius. Product: N1(CCCC1)C(=O)C=1C=C2C(=NC1)NC=C2 (Pyrrolidin-1-yl-(1H-pyrrolo[2,3-b]pyridin-5-yl)-methanone). The yield is 34.0%. RXN SMILES: Br[C:2]1[CH:3]=[C:4]2[CH:10]=[CH:9][N:8](S(C)(=O)=O)[C:5]2=[N:6][CH:7]=1.[NH:15]1[CH2:19][CH2:18][CH2:17][CH2:16]1.CN([CH:23]=[O:24])C>C1C=CC(P(C2C=CC=CC=2)[C-]2C=CC=C2)=CC=1.C1C=CC(P(C2C=CC=CC=2)[C-]2C=CC=C2)=CC=1.Cl[Pd]Cl.[Fe+2]>[N:15]1([C:23]([C:2]2[CH:3]=[C:4]3[CH:10]=[CH:9][NH:8][C:5]3=[N:6][CH:7]=2)=[O:24])[CH2:19][CH2:18][CH2:17][CH2:16]1 |f:3.4.5.6|. Procedure: A mixture of 5-bromo-1-methanesulfonyl-1H-pyrrolo[2,3-b]pyridine (300 mg, 1.1 mmol), PdCl2(dppf) (55 mg, 0.07 mmol), and pyrrolidine (2 mL) in DMF (5 mL) was charged with CO balloon. The system was degassed with vacuum twice before it was heated to 80° C. for 6 h. The solution was cooled and poured into water. The aqueous solution was extracted with ethyl acetate (3×50 mL), the combined organic layers were dried over Na2SO4, and the solvent was removed by vacuum evaporation. The crude product wa... The reactants are CCC(CC)(c1ccc(OCC(O[Si](C)(C)C(C)(C)C)C(C)(C)C)c(C)c1)c1cc(C)c(S(N)(=O)=O)s1, CCN=C=NCCCN(C)C, CC(=O)O, CN(C)c1ccncc1, ClCCl. Product: CCC(CC)(c1ccc(OCC(O[Si](C)(C)C(C)(C)C)C(C)(C)C)c(C)c1)c1cc(C)c(S(=O)(=O)NC(C)=O)s1. RXN SMILES: [C:1]([CH3:2])([CH3:3])([CH3:4])[Si:5]([O:6][CH:7]([CH2:8][O:9][c:10]1[c:11]([CH3:31])[cH:12][c:13]([C:16]([CH2:17][CH3:18])([CH2:19][CH3:20])[c:21]2[cH:22][c:23]([CH3:30])[c:24]([S:26](=[O:27])(=[O:28])[NH2:29])[s:25]2)[cH:14][cH:15]1)[C:32]([CH3:33])([CH3:34])[CH3:35])([CH3:36])[CH3:37].[CH3:38][CH2:39][N:40]=[C:41]=[N:42][CH2:43][CH2:44][CH2:45][N:46]([CH3:47])[CH3:48].[CH3:49][C:50]([OH:51])=[O:52].[CH3:53][N:54]([c:55]1[cH:56][cH:57][n:58][cH:59][cH:60]1)[CH3:61].[Cl:62][CH2:63][Cl:64]>>[C:1]([CH3:2])([CH3:3])([CH3:4])[Si:5]([O:6][CH:7]([CH2:8][O:9][c:10]1[c:11]([CH3:31])[cH:12][c:13]([C:16]([CH2:17][CH3:18])([CH2:19][CH3:20])[c:21]2[cH:22][c:23]([CH3:30])[c:24]([S:26](=[O:27])(=[O:28])[NH:29][C:50]([CH3:49])=[O:51])[s:25]2)[cH:14][cH:15]1)[C:32]([CH3:33])([CH3:34])[CH3:35])([CH3:36])[CH3:37]. Reactants: CCOC(=O)C=Cc1cnccc1N1CCC(COc2ccc3c(c2)CN(C(=O)OC(C)(C)C)CC3)CC1, ClC(Cl)Cl, O=C(O)C(F)(F)F. The product is CCOC(=O)C=Cc1cnccc1N1CCC(COc2ccc3c(c2)CNCC3)CC1. As a reaction SMILES: [CH2:1]([CH3:2])[O:3][C:4]([CH:5]=[CH:6][c:7]1[cH:8][n:9][cH:10][cH:11][c:12]1[N:13]1[CH2:14][CH2:15][CH:16]([CH2:19][O:20][c:21]2[cH:22][cH:23][c:24]3[c:29]([cH:30]2)[CH2:28][N:27]([C:31]([O:32][C:33]([CH3:34])([CH3:35])[CH3:36])=[O:37])[CH2:26][CH2:25]3)[CH2:17][CH2:18]1)=[O:38].[CH:46]([Cl:47])([Cl:48])[Cl:49].[OH:39][C:40]([C:41]([F:42])([F:43])[F:44])=[O:45]>>[CH2:1]([CH3:2])[O:3][C:4]([CH:5]=[CH:6][c:7]1[cH:8][n:9][cH:10][cH:11][c:12]1[N:13]1[CH2:14][CH2:15][CH:16]([CH2:19][O:20][c:21]2[cH:22][cH:23][c:24]3[c:29]([cH:30]2)[CH2:28][NH:27][CH2:26][CH2:25]3)[CH2:17][CH2:18]1)=[O:38]. The reactants are CC(C)OB(OC(C)C)OC(C)C, OBO, COCCOc1ccc(OC)c(Br)c1, O=C([O-])O, [Li]CCCC, C1CCOC1, ClCCl, [Na+], CN(C)C=O, O=C(Nc1cccnn1)N1CC(Oc2ccc(I)cn2)C1. Product: COCCOc1ccc(OC)c(-c2ccc(OC3CN(C(=O)Nc4cccnn4)C3)nc2)c1. As a reaction SMILES: [B:15]([O:16][CH:17]([CH3:18])[CH3:19])([O:20][CH:21]([CH3:22])[CH3:23])[O:24][CH:25]([CH3:26])[CH3:27].[BH:33]([OH:34])[OH:35].[Br:1][c:2]1[c:3]([O:13][CH3:14])[cH:4][cH:5][c:6]([O:8][CH2:9][CH2:10][O:11][CH3:12])[cH:7]1.[C:57](=[O:58])([OH:59])[O-:60].[CH2:28]([Li:29])[CH2:30][CH2:31][CH3:32].[CH2:62]1[O:63][CH2:64][CH2:65][CH2:66]1.[Cl:67][CH2:68][Cl:69].[Na+:61].[O:70]=[CH:71][N:72]([CH3:73])[CH3:74].[n:36]1[n:37][c:38]([NH:42][C:43](=[O:44])[N:45]2[CH2:46][CH:47]([O:49][c:50]3[n:51][cH:52][c:53]([I:56])[cH:54][cH:55]3)[CH2:48]2)[cH:39][cH:40][cH:41]1>>[c:2]1(-[c:53]2[cH:52][n:51][c:50]([O:49][CH:47]3[CH2:46][N:45]([C:43]([NH:42][c:38]4[n:37][n:36][cH:41][cH:40][cH:39]4)=[O:44])[CH2:48]3)[cH:55][cH:54]2)[c:3]([O:13][CH3:14])[cH:4][cH:5][c:6]([O:8][CH2:9][CH2:10][O:11][CH3:12])[cH:7]1.